Dataset: the Open Reaction Database (ORD), a public repository of structured organic reaction records. Task: describe an organic reaction: reactants, conditions, products, and yield Starting materials: mercuric chloride, ClC1=C(C=C(C=C1)Cl)C(C)=O (2′,5′-dichloroacetophenone). The reagents and catalysts are [Zn] (zinc). The solvent is Cl (HCl), O (water), Cl (HCl). Reaction conditions: time 5 minute. Product: ClC1=C(C=C(C=C1)Cl)CC (2,5-Dichloro-1-ethylbenzene). RXN SMILES: [Cl:1][C:2]1[CH:7]=[CH:6][C:5]([Cl:8])=[CH:4][C:3]=1[C:9](=O)[CH3:10]>Cl.O.[Zn]>[Cl:1][C:2]1[CH:7]=[CH:6][C:5]([Cl:8])=[CH:4][C:3]=1[CH2:9][CH3:10]. Reported procedure: A suspension of mossy zinc (10 g) and mercuric chloride (0.5 g) in coned HCl (0.5 mL) and water (5 mL) was shaken for 5 min. The aqueous layer was then decanted. To the residue was added concd HCl (7.5 mL) and water (7.5 mL) followed by 2′,5′-dichloroacetophenone (3.106 g, 16.43 mmol) and the suspension was refluxed for 4 h during which time, hourly addition of coned HCl (90.5 mL) was carried out. The resulting suspension was cooled to room temperature and the aqueous layer was decanted. The res... Reactants: CCO, CCOC(=O)C1CCc2ccc(S[Si](C(C)C)(C(C)C)C(C)C)cc2O1, Cl. Yields the product CCOC(=O)C1CCc2ccc(S)cc2O1. As a reaction SMILES: [CH3:28][CH2:29][OH:30].[CH:1]([Si:2]([CH:3]([CH3:4])[CH3:21])([S:5][c:6]1[cH:7][cH:8][c:9]2[c:14]([cH:15]1)[O:13][CH:12]([C:16](=[O:17])[O:18][CH2:19][CH3:20])[CH2:11][CH2:10]2)[CH:22]([CH3:23])[CH3:24])([CH3:25])[CH3:26].[ClH:27]>>[SH:5][c:6]1[cH:7][cH:8][c:9]2[c:14]([cH:15]1)[O:13][CH:12]([C:16](=[O:17])[O:18][CH2:19][CH3:20])[CH2:11][CH2:10]2.